This data is from the Open Reaction Database (ORD), a public repository of structured organic reaction records. The task is: describe an organic reaction: reactants, conditions, products, and yield Starting materials: C(C)(C)(C)OC(=O)NOCC(=O)N[C@@H]1CN(CC1)S(=O)(=O)C=1C=2C(=CN=CC2C=CC1)Cl ((S)-3-[2-(tert-Butoxycarbonylaminooxy)acetyl]amino-1-(4-chloro-5-isoquinolinesulfonyl)pyrrolidine), Cl (hydrochloride), compound, C(C)(C)(C)OC(=O)NOCC(=O)O (2-(tert-butoxycarbonylaminooxy)acetic acid), COCC(=O)O (2-methoxyacetic acid). The product is NOCC(=O)N[C@H]1CN(CC1)S(=O)(=O)C=1C=2C(=CN=CC2C=CC1)Cl ((R)-3-[2-(Aminooxy)acetyl]amino-1-(4-chloro-5-isoquinolinesulfonyl)pyrrolidine). As a reaction SMILES: C(OC([NH:8][O:9][CH2:10][C:11]([NH:13][C@H:14]1[CH2:18][CH2:17][N:16]([S:19]([C:22]2[C:23]3[C:24]([Cl:32])=[CH:25][N:26]=[CH:27][C:28]=3[CH:29]=[CH:30][CH:31]=2)(=[O:21])=[O:20])[CH2:15]1)=[O:12])=O)(C)(C)C.Cl.C(OC(NOCC(O)=O)=O)(C)(C)C.COCC(O)=O>>[NH2:8][O:9][CH2:10][C:11]([NH:13][C@@H:14]1[CH2:18][CH2:17][N:16]([S:19]([C:22]2[C:23]3[C:24]([Cl:32])=[CH:25][N:26]=[CH:27][C:28]=3[CH:29]=[CH:30][CH:31]=2)(=[O:21])=[O:20])[CH2:15]1)=[O:12]. Reported procedure: (S)-3-[2-(tert-Butoxycarbonylaminooxy)acetyl]amino-1-(4-chloro-5-isoquinolinesulfonyl)pyrrolidine can be prepared from hydrochloride of the compound prepared in Example 19-2 by using 2-(tert-butoxycarbonylaminooxy)acetic acid in the method of Example 56-1 instead of 2-methoxyacetic acid, and the protective group of the obtained compound can be removed according to the method described in Example 1-1, Step B to obtain the title compound. Reactants: CN1CC(C(=O)OC(C)(C)C)N(CC(F)(F)F)C1=O, ClCCl, O=C(O)C(F)(F)F, O=C(O)C(F)(F)F. The product is CN1CC(C(=O)O)N(CC(F)(F)F)C1=O. Reaction SMILES: [CH3:8][N:9]1[C:10](=[O:26])[N:11]([CH2:21][C:22]([F:23])([F:24])[F:25])[CH:12]([C:14](=[O:15])[O:16][C:17]([CH3:18])([CH3:19])[CH3:20])[CH2:13]1.[Cl:34][CH2:35][Cl:36].[F:27][C:28]([F:29])([F:30])[C:31]([OH:32])=[O:33].[OH:1][C:2]([C:3]([F:4])([F:5])[F:6])=[O:7]>>[CH3:8][N:9]1[C:10](=[O:26])[N:11]([CH2:21][C:22]([F:23])([F:24])[F:25])[CH:12]([C:14](=[O:15])[OH:16])[CH2:13]1. The reactants are C(C)(=O)C=1N=C(SC1)NC(=O)NCC1=CC(=C(C=C1)Cl)Cl (1-(4-acetylthiazol-2-yl)-3-(3,4-dichlorobenzyl)urea), CN (methylamine), C(C)(=O)O[BH-](OC(C)=O)OC(C)=O.[Na+] (sodium triacetoxyborohydride). Solvent: O1CCCC1 (tetrahydrofuran). Run at time 8 hour. The product is ClC=1C=C(CNC(=O)NC=2SC=C(N2)C(C)NC)C=CC1Cl (1-(3,4-Dichlorobenzyl)-3-(4-(1-(methylamino)ethyl)thiazol-2-yl)urea). RXN SMILES: [C:1]([C:4]1[N:5]=[C:6]([NH:9][C:10]([NH:12][CH2:13][C:14]2[CH:19]=[CH:18][C:17]([Cl:20])=[C:16]([Cl:21])[CH:15]=2)=[O:11])[S:7][CH:8]=1)(=O)[CH3:2].C(O[BH-](OC(=O)C)OC(=O)C)(=O)C.[Na+].[CH3:36][NH2:37]>O1CCCC1>[Cl:21][C:16]1[CH:15]=[C:14]([CH:19]=[CH:18][C:17]=1[Cl:20])[CH2:13][NH:12][C:10]([NH:9][C:6]1[S:7][CH:8]=[C:4]([CH:1]([NH:37][CH3:36])[CH3:2])[N:5]=1)=[O:11] |f:1.2|. Procedure details: 156 mg of 1-(4-acetylthiazol-2-yl)-3-(3,4-dichlorobenzyl)urea was dissolved in 5 ml of 2 M methylamine solution in tetrahydrofuran. To the solution, 2.0 eq. of sodium triacetoxyborohydride was added and stirred overnight at room temp. The volatile was removed by evaporation and the residue was purified by column chromatography using 0-10% gradient of 7 N ammonia/MeOH and DCM to give the title compound. Reactants: CO, CC(C)(C)Oc1nccc(-c2ccccc2C(=O)N2CCN(S(=O)(=O)c3cc4cc(Cl)ccc4[nH]3)CC2)n1, ClCCl, Cl. Yields the product O=C(c1ccccc1-c1ccnc(O)n1)N1CCN(S(=O)(=O)c2cc3cc(Cl)ccc3[nH]2)CC1. RXN SMILES: [CH3:43][OH:44].[Cl:1][c:2]1[cH:3][c:4]2[cH:5][c:6]([S:11](=[O:12])(=[O:13])[N:14]3[CH2:15][CH2:16][N:17]([C:20]([c:21]4[c:22](-[c:27]5[n:28][c:29]([O:33][C:34]([CH3:35])([CH3:36])[CH3:37])[n:30][cH:31][cH:32]5)[cH:23][cH:24][cH:25][cH:26]4)=[O:38])[CH2:18][CH2:19]3)[nH:7][c:8]2[cH:9][cH:10]1.[Cl:40][CH2:41][Cl:42].[ClH:39]>>[Cl:1][c:2]1[cH:3][c:4]2[cH:5][c:6]([S:11](=[O:12])(=[O:13])[N:14]3[CH2:15][CH2:16][N:17]([C:20]([c:21]4[c:22](-[c:27]5[n:28][c:29]([OH:33])[n:30][cH:31][cH:32]5)[cH:23][cH:24][cH:25][cH:26]4)=[O:38])[CH2:18][CH2:19]3)[nH:7][c:8]2[cH:9][cH:10]1.